This data is from the Open Reaction Database (ORD), a public repository of structured organic reaction records. The task is: describe an organic reaction: reactants, conditions, products, and yield The reactants are [BH3-]C#N, C1CCOC1, CCOCC, CC(=O)O, CC(=O)[O-], O=Cc1ccc(Cl)c(Cl)c1, Cl, [Na+], [Na+], [Na+], CON, [OH-], O. The product is CONCc1ccc(Cl)c(Cl)c1. RXN SMILES: [C:20]([BH3-:21])#[N:22].[CH2:27]1[O:28][CH2:29][CH2:30][CH2:31]1.[CH3:32][CH2:33][O:34][CH2:35][CH3:36].[CH3:37][C:38](=[O:39])[OH:40].[CH3:6][C:7](=[O:8])[O-:9].[Cl:10][c:11]1[cH:12][c:13]([CH:14]=[O:15])[cH:16][cH:17][c:18]1[Cl:19].[ClH:1].[Na+:23].[Na+:25].[Na+:5].[O:2]([CH3:3])[NH2:4].[OH-:24].[OH2:26]>>[O:2]([CH3:3])[NH:4][CH2:14][c:13]1[cH:12][c:11]([Cl:10])[c:18]([Cl:19])[cH:17][cH:16]1. Reactants: BrC1=C(N)C=CC(=C1)F (2-bromo-4-fluoroaniline), CS(=O)(=O)C1=CC=C(C=C1)B(O)O (4-(methanesulfonyl)phenylboronic acid), CC1=CC(=C(C=C1P(C2=CC(=C(C=C2C)C)S(=O)(=O)[O-])C3=CC(=C(C=C3C)C)S(=O)(=O)[O-])S(=O)(=O)[O-])C.O.[Na+].[Na+].[Na+] (tris(4,6-dimethyl-3-sulfanatophenyl)phosphine trisodium salt hydrate), C(C)(C)NC(C)C (diisopropyl amine). The reagents and catalysts are C(C)(=O)[O-].[Pd+2].C(C)(=O)[O-] (palladium(II) acetate). Solvent: CN(C)C=O.O (DMF water), CCOC(=O)C (EtOAc). Reaction conditions: temperature 50 celsius, time 2.5 hour. Product: FC=1C=C(C(=CC1)C1=CC=C(C=C1)S(=O)(=O)C)N (4-fluoro-4′-(methylsulfonyl)-1,1′-biphenyl-2-amine). Yield: 95.0%. Reaction SMILES: Br[C:2]1[CH:8]=[C:7]([F:9])[CH:6]=[CH:5][C:3]=1N.[CH3:10][S:11]([C:14]1[CH:19]=[CH:18][C:17](B(O)O)=[CH:16][CH:15]=1)(=[O:13])=[O:12].CC1C(P(C2C(C)=CC(C)=C(S([O-])(=O)=O)C=2)C2C(C)=CC(C)=C(S([O-])(=O)=O)C=2)=CC(S([O-])(=O)=O)=C(C)C=1.O.[Na+].[Na+].[Na+].C([NH:67]C(C)C)(C)C>CN(C=O)C.O.CCOC(C)=O.C([O-])(=O)C.[Pd+2].C([O-])(=O)C>[F:9][C:7]1[CH:8]=[C:2]([NH2:67])[C:3]([C:17]2[CH:18]=[CH:19][C:14]([S:11]([CH3:10])(=[O:13])=[O:12])=[CH:15][CH:16]=2)=[CH:5][CH:6]=1 |f:2.3.4.5.6,8.9,11.12.13|. Procedure details: To a solution of 2-bromo-4-fluoroaniline (5.0 g, 26.3 mmol) in DMF/water (80/20 v/v, 65.8 ml) under an atmosphere of nitrogen were added 4-(methanesulfonyl)phenylboronic acid (7.9 g, 39.5 mmol), tris(4,6-dimethyl-3-sulfanatophenyl)phosphine trisodium salt hydrate (2.6 g, 4.0 mmol), palladium(II) acetate (0.3 g, 1.3 mmol), and diisopropyl amine (11.3 ml, 79.0 mmol). The reaction was allowed to stir at 50° C. for 2.5 h. The reaction was diluted with EtOAc and washed with 3M LiCl (3×), water, and b... Starting materials: ClC1=CC(=CC=C1)C(=O)OO (m-chloroperbenzoic acid), NC=1N=C(C(=NC1S(=O)C)C=1C=CC(N(N1)C(C)C)=O)C1=CC=CC=C1 (6-[5-amino-6-(methylsulfinyl)-3-phenyl-2-pyrazinyl]-2-isopropyl-3(2H)-pyridazinone). The solvent is C(Cl)Cl (CH2Cl2). Run at temperature 27.5 celsius, time 5 hour. Yields the product NC=1N=C(C(=NC1S(=O)(=O)C)C=1C=CC(N(N1)C(C)C)=O)C1=CC=CC=C1 (6-[5-amino-6-(methylsulfonyl)-3-phenyl-2-pyrazinyl]-2-isopropyl-3(2H)-pyridazinone). Isolated yield 67.0%. Reaction SMILES: ClC1C=CC=C(C(OO)=[O:9])C=1.[NH2:12][C:13]1[N:14]=[C:15]([C:32]2[CH:37]=[CH:36][CH:35]=[CH:34][CH:33]=2)[C:16]([C:22]2[CH:23]=[CH:24][C:25](=[O:31])[N:26]([CH:28]([CH3:30])[CH3:29])[N:27]=2)=[N:17][C:18]=1[S:19]([CH3:21])=[O:20]>C(Cl)Cl>[NH2:12][C:13]1[N:14]=[C:15]([C:32]2[CH:33]=[CH:34][CH:35]=[CH:36][CH:37]=2)[C:16]([C:22]2[CH:23]=[CH:24][C:25](=[O:31])[N:26]([CH:28]([CH3:30])[CH3:29])[N:27]=2)=[N:17][C:18]=1[S:19]([CH3:21])(=[O:9])=[O:20]. Reported procedure: Under ice-cooling, m-chloroperbenzoic acid (70-75% purity) (530 mg) was added to a mixture of 6-[5-amino-6-(methylsulfinyl)-3-phenyl-2-pyrazinyl]-2-isopropyl-3(2H)-pyridazinone (750 mg) in CH2Cl2 (7.5 ml). The mixture was stirred at 25-30° C. for 5 hours, washed with saturated aq. sodium thiosulfate, saturated aq. NaHCO3 and brine, dried over MgSO4 and concentrated under reduced pressure to give a residue. The residue was purified by column chromatography on silica gel eluting with a mixture of ... Reactants: C(=O)(O)[O-].[Na+] (NaHCO3), ice, C(C)(C)(C)NO (tert-butyl hydroxylamine), FC1=CC=C(C=2C[C@H](COC21)NO)OC ((R)-8-Fluoro-3-hydroxylamino-5-methoxy-3,4-dihydro-2H-1-benzopyran), S(=O)(=O)([O-])[O-].[Na+].[Na+] (sodium sulfate), C[Mg+].[Br-] (MeMgBr), CCOCC (Et2O). Run in C(=S)=S (CS2), CC(=O)C (Acetone), CC(=O)C (acetone). Run at time 0.5 hour. The product is C(C)(C)(C)N[C@H]1COC2=C(C1)C(=CC=C2F)OC ((R)-3-tert-Butylamino-8-fluoro-5-methoxy-3,4-dihydro-2H-1-benzopyran). Reaction SMILES: [F:1][C:2]1[C:11]2[O:10][CH2:9][C@H:8]([NH:12]O)[CH2:7][C:6]=2[C:5]([O:14][CH3:15])=[CH:4][CH:3]=1.S([O-])([O-])(=O)=O.[Na+].[Na+].C[Mg+].[Br-].CCOCC.C([O-])(O)=O.[Na+].[C:36](NO)([CH3:39])([CH3:38])[CH3:37]>C(=S)=S.CC(C)=O>[C:36]([NH:12][C@@H:8]1[CH2:7][C:6]2[C:5]([O:14][CH3:15])=[CH:4][CH:3]=[C:2]([F:1])[C:11]=2[O:10][CH2:9]1)([CH3:39])([CH3:38])[CH3:37] |f:1.2.3,4.5,7.8|. Procedure details: (R)-8-Fluoro-3-hydroxylamino-5-methoxy-3,4-dihydro-2H-1-benzopyran (6.30 g, 29.6 mmol), anhydrous sodium sulfate (20 g) and acetone (500 mL) were refluxed under nitrogen for 4 days until TLC indicated a complete reaction. The salt was filtered off, ether (300 mL) was added to the filtrate and the solution, still containing finely suspended salt, was filtered through a sintered glass filter (grade 4). The clear filtrate was concentrated in vacuo. Dry (sieves 3 Å) benzene (50 mL) was added and the... Starting materials: C(C1=CC=CC=C1)N (benzylamine), CC=1N=C(SC1C(=O)O)N1C(C=C(C=C1)OCC1=CC=CC=C1)=O (4-methyl-2-(4-(benzyloxy)-2-oxopyridin-1(2H)-yl)thiazole-5-carboxylic acid), CN1CCOCC1 (4-methylmorpholine), C(C(C)C)OC(=O)Cl (isobutylchloroformate). The solvent is ClCCl (dichloromethane), C(C)(=O)OCC (ethyl acetate). Run at time 2 hour. Yields the product C(C1=CC=CC=C1)NC(=O)C1=C(N=C(S1)N1C(C=C(C=C1)OCC1=CC=CC=C1)=O)C (N-Benzyl-2-(4-(benzyloxy)-2-oxopyridin-1(2H)-yl)-4-methylthiazole-5-carboxamide). Yield: 44.0%. Reaction SMILES: [CH3:1][C:2]1[N:3]=[C:4]([N:10]2[CH:15]=[CH:14][C:13]([O:16][CH2:17][C:18]3[CH:23]=[CH:22][CH:21]=[CH:20][CH:19]=3)=[CH:12][C:11]2=[O:24])[S:5][C:6]=1[C:7]([OH:9])=O.CN1CCOCC1.C(OC(Cl)=O)C(C)C.[CH2:40]([NH2:47])[C:41]1[CH:46]=[CH:45][CH:44]=[CH:43][CH:42]=1>ClCCl.C(OCC)(=O)C>[CH2:40]([NH:47][C:7]([C:6]1[S:5][C:4]([N:10]2[CH:15]=[CH:14][C:13]([O:16][CH2:17][C:18]3[CH:23]=[CH:22][CH:21]=[CH:20][CH:19]=3)=[CH:12][C:11]2=[O:24])=[N:3][C:2]=1[CH3:1])=[O:9])[C:41]1[CH:46]=[CH:45][CH:44]=[CH:43][CH:42]=1. Procedure details: To a solution of 4-methyl-2-(4-(benzyloxy)-2-oxopyridin-1(2H)-yl)thiazole-5-carboxylic acid (0.10 g, 0.29 mmol) and 4-methylmorpholine (0.032 mL, 0.29 mmol) in anhydrous dichloromethane (6 mL) was added isobutylchloroformate (0.044 mL, 0.34 mmol) dropwise at 0° C. After stirring at ambient temperature for 2 hours, the reaction mixture was cooled to 0° C. and benzylamine (0.032 mL, 0.29 mmol) was added dropwise. Stirring at ambient temperature was continued for 18 hours, then the reaction mixture... RXN SMILES: [Cl:1][c:2]1[n:3][cH:4][c:5]2[c:11]([n:12]1)[N:10]([CH:13]1[CH2:14][CH2:15][CH2:16][CH2:17]1)[CH2:9][C:8]([F:18])([F:19])[C:7](=[O:20])[N:6]2[CH3:21].[ClH:31].[F:22][c:23]1[cH:24][cH:25][c:26]([CH3:30])[c:27]([NH2:28])[cH:29]1>>[c:2]1([NH:28][c:27]2[c:26]([CH3:30])[cH:25][cH:24][c:23]([F:22])[cH:29]2)[n:3][cH:4][c:5]2[c:11]([n:12]1)[N:10]([CH:13]1[CH2:14][CH2:15][CH2:16][CH2:17]1)[CH2:9][C:8]([F:18])([F:19])[C:7](=[O:20])[N:6]2[CH3:21]. Yields the product Cc1ccc(F)cc1Nc1ncc2c(n1)N(C1CCCC1)CC(F)(F)C(=O)N2C. Reactants: CN1C(=O)C(F)(F)CN(C2CCCC2)c2nc(Cl)ncc21, Cl, Cc1ccc(F)cc1N. Starting materials: 31.2, C(C)(=O)N1CCC(CC1)CN (1-acetyl-4-piperidinmethanamine), 41.6, N,N'-methanetetraylbis[cyclohexanamine], C(=S)=S (carbon disulfide). Solvent: O1CCCC1 (tetrahydrofuran), O1CCCC1 (tetrahydrofuran). Conditions: time 8 hour. The product is C(C)(=O)N1CCC(CC1)CN=C=S (1-acetyl-4-(isothiocyanatomethyl)piperidine), intermediate 10. Isolated yield 100.0%. As a reaction SMILES: [C:1](=[S:3])=S.[C:4]([N:7]1[CH2:12][CH2:11][CH:10]([CH2:13][NH2:14])[CH2:9][CH2:8]1)(=[O:6])[CH3:5]>O1CCCC1>[C:4]([N:7]1[CH2:8][CH2:9][CH:10]([CH2:13][N:14]=[C:1]=[S:3])[CH2:11][CH2:12]1)(=[O:6])[CH3:5]. Procedure details: To a stirred and cooled (-10° C.) mixture of 41.6 parts of N,N'-methanetetraylbis[cyclohexanamine], 101 parts of carbon disulfide and 450 parts of tetrahydrofuran was added dropwise a solution of 31.2 parts of 1-acetyl-4-piperidinmethanamine in 90 parts of tetrahydrofuran. Upon completion, stirring was continued overnight at room temperature. The reaction mixture was evaporated. 2,2'-Oxybispropane was added to the residue. The precipitate was filtered off and the filtrate was evaporated, yieldin...